This data is from the Open Reaction Database (ORD), a public repository of structured organic reaction records. The task is: describe an organic reaction: reactants, conditions, products, and yield The reactants are CCO, ClCc1ccc(Cl)nc1, [H-], [Na+]. The product is CCOCc1ccc(Cl)nc1. As a reaction SMILES: [CH3:12][CH2:13][OH:14].[Cl:1][c:2]1[n:3][cH:4][c:5]([CH2:8][Cl:9])[cH:6][cH:7]1.[H-:11].[Na+:10]>>[Cl:1][c:2]1[n:3][cH:4][c:5]([CH2:8][O:14][CH2:13][CH3:12])[cH:6][cH:7]1. Starting materials: C[Si](C)(C)CCOCn1cncn1, [Cl-], [Cl-], Brc1cccc(I)c1, [Li]CCCC, Cl[Pd]Cl, [Zn+2], c1ccc(P(c2ccccc2)c2ccccc2)cc1, c1ccc(P(c2ccccc2)c2ccccc2)cc1. Yields the product C[Si](C)(C)CCOCn1ncnc1-c1cccc(Br)c1. RXN SMILES: [CH3:1][Si:2]([CH2:3][CH2:4][O:5][CH2:6][n:7]1[n:8][cH:9][n:10][cH:11]1)([CH3:12])[CH3:13].[Cl-:27].[Cl-:29].[I:19][c:20]1[cH:21][c:22]([Br:26])[cH:23][cH:24][cH:25]1.[Li:14][CH2:15][CH2:16][CH2:17][CH3:18].[Pd:30]([Cl:31])[Cl:32].[Zn+2:28].[c:33]1([P:34]([c:35]2[cH:36][cH:37][cH:38][cH:39][cH:40]2)[c:41]2[cH:42][cH:43][cH:44][cH:45][cH:46]2)[cH:47][cH:48][cH:49][cH:50][cH:51]1.[c:52]1([P:53]([c:54]2[cH:55][cH:56][cH:57][cH:58][cH:59]2)[c:60]2[cH:61][cH:62][cH:63][cH:64][cH:65]2)[cH:66][cH:67][cH:68][cH:69][cH:70]1>>[CH3:1][Si:2]([CH2:3][CH2:4][O:5][CH2:6][n:7]1[n:8][cH:9][n:10][c:11]1-[c:20]1[cH:21][c:22]([Br:26])[cH:23][cH:24][cH:25]1)([CH3:12])[CH3:13]. The product is C(#N)C1=C(N=C(S1)SCC#N)N=CN(C)C (N′-(5-Cyano-2-cyanomethylsulfanyl-thiazol-4-yl)-N,N-dimethyl-formamidine). Procedure details: The title compound was prepared from the reaction of 4-Amino-2-cyanomethylsulfanyl-thiazole-5-carbonitrile with N,N-dimethylformamide dimethyl acetal using the procedure from Example 156B to provide the title compound. Reactants: NC=1N=C(SC1C#N)SCC#N (4-Amino-2-cyanomethylsulfanyl-thiazole-5-carbonitrile), COC(N(C)C)OC (N,N-dimethylformamide dimethyl acetal). RXN SMILES: [NH2:1][C:2]1[N:3]=[C:4]([S:9][CH2:10][C:11]#[N:12])[S:5][C:6]=1[C:7]#[N:8].CO[CH:15](OC)[N:16]([CH3:18])[CH3:17]>>[C:7]([C:6]1[S:5][C:4]([S:9][CH2:10][C:11]#[N:12])=[N:3][C:2]=1[N:1]=[CH:15][N:16]([CH3:18])[CH3:17])#[N:8]. Reactants: CN1CCNCC1, CN1CCCC1=O, Cc1cc(-c2ccc3c(n2)-c2sc(-c4ncnn4-c4ccc(F)cc4F)cc2CCO3)cnc1F. Yields the product Cc1cc(-c2ccc3c(n2)-c2sc(-c4ncnn4-c4ccc(F)cc4F)cc2CCO3)cnc1N1CCN(C)CC1. As a reaction SMILES: [CH3:36][N:37]1[CH2:38][CH2:39][NH:40][CH2:41][CH2:42]1.[CH3:43][N:44]1[CH2:45][CH2:46][CH2:47][C:48]1=[O:49].[F:1][c:2]1[c:3](-[n:9]2[n:10][cH:11][n:12][c:13]2-[c:14]2[cH:15][c:16]3[c:22]([s:23]2)-[c:21]2[c:20]([cH:27][cH:26][c:25](-[c:28]4[cH:29][n:30][c:31]([F:35])[c:32]([CH3:34])[cH:33]4)[n:24]2)[O:19][CH2:18][CH2:17]3)[cH:4][cH:5][c:6]([F:8])[cH:7]1>>[F:1][c:2]1[c:3](-[n:9]2[n:10][cH:11][n:12][c:13]2-[c:14]2[cH:15][c:16]3[c:22]([s:23]2)-[c:21]2[c:20]([cH:27][cH:26][c:25](-[c:28]4[cH:29][n:30][c:31]([N:40]5[CH2:39][CH2:38][N:37]([CH3:36])[CH2:42][CH2:41]5)[c:32]([CH3:34])[cH:33]4)[n:24]2)[O:19][CH2:18][CH2:17]3)[cH:4][cH:5][c:6]([F:8])[cH:7]1. The reactants are C(#N)[BH3-].[Na+] (sodium cyanoborohydride), FC(C=1C=C(C(=O)N2C(CC(CC2)=O)CC2=CC=CC=C2)C=C(C1)C(F)(F)F)(F)F ((±)-1-[3,5-bis(trifluoromethyl)benzoyl]-2-(phenylmethyl)-4-piperidinone), O1C(=CC=C1)CN1C(=NC=2C1=NC=CC2)N (3-(2-furanylmethyl)-3H-imidazo[4,5-b]pyridin-2-amine), O (Water). The reagents and catalysts are CC([O-])C.[Ti+4].CC([O-])C.CC([O-])C.CC([O-])C (titanium(IV)isopropoxide). Solvent: C(C)O (ethanol), C(Cl)Cl (CH2Cl2), C(Cl)Cl (CH2Cl2). Conditions: time 3 hour. Product: FC(C=1C=C(C(=O)N2[C@H](C[C@H](CC2)NC2=NC=3C(=NC=CC3)N2CC=2OC=CC2)CC2=CC=CC=C2)C=C(C1)C(F)(F)F)(F)F ((±)-cis-1-[3,5-bis(trifluoromethyl)benzoyl]-4-[[3-(2-furanylmethyl)-3H-imidazo-[4,5-b]pyridin-2-yl]amino]-2-(phenylmethyl)piperidine), FC(C=1C=C(C(=O)N2[C@H](C[C@@H](CC2)NC2=NC=3C(=NC=CC3)N2CC=2OC=CC2)CC2=CC=CC=C2)C=C(C1)C(F)(F)F)(F)F ((±)-trans-1-[3,5-bis(trifluoromethyl)benzoyl]-4-[[3-(2-furanylmethyl)-3H-imidazo[4,5-b]pyridin-2-yl]amino]-2-(phenylmethyl)piperidine). The yield is 2.2%. Reaction SMILES: [F:1][C:2]([F:30])([F:29])[C:3]1[CH:4]=[C:5]([CH:22]=[C:23]([C:25]([F:28])([F:27])[F:26])[CH:24]=1)[C:6]([N:8]1[CH2:13][CH2:12][C:11](=O)[CH2:10][CH:9]1[CH2:15][C:16]1[CH:21]=[CH:20][CH:19]=[CH:18][CH:17]=1)=[O:7].[O:31]1[CH:35]=[CH:34][CH:33]=[C:32]1[CH2:36][N:37]1[C:41]2=[N:42][CH:43]=[CH:44][CH:45]=[C:40]2[N:39]=[C:38]1[NH2:46].C([BH3-])#N.[Na+].O>C(Cl)Cl.C(O)C.CC(C)[O-].[Ti+4].CC(C)[O-].CC(C)[O-].CC(C)[O-]>[F:26][C:25]([F:28])([F:27])[C:23]1[CH:22]=[C:5]([CH:4]=[C:3]([C:2]([F:30])([F:1])[F:29])[CH:24]=1)[C:6]([N:8]1[CH2:13][CH2:12][C@H:11]([NH:46][C:38]2[N:37]([CH2:36][C:32]3[O:31][CH:35]=[CH:34][CH:33]=3)[C:41]3=[N:42][CH:43]=[CH:44][CH:45]=[C:40]3[N:39]=2)[CH2:10][C@@H:9]1[CH2:15][C:16]1[CH:17]=[CH:18][CH:19]=[CH:20][CH:21]=1)=[O:7].[F:26][C:25]([F:28])([F:27])[C:23]1[CH:22]=[C:5]([CH:4]=[C:3]([C:2]([F:30])([F:1])[F:29])[CH:24]=1)[C:6]([N:8]1[CH2:13][CH2:12][C@@H:11]([NH:46][C:38]2[N:37]([CH2:36][C:32]3[O:31][CH:35]=[CH:34][CH:33]=3)[C:41]3=[N:42][CH:43]=[CH:44][CH:45]=[C:40]3[N:39]=2)[CH2:10][C@@H:9]1[CH2:15][C:16]1[CH:17]=[CH:18][CH:19]=[CH:20][CH:21]=1)=[O:7] |f:2.3,7.8.9.10.11|. Procedure: A mixture of (±)-1-[3,5-bis(trifluoromethyl)benzoyl]-2-(phenylmethyl)-4-piperidinone (4.29 g), 3-(2-furanylmethyl)-3H-imidazo[4,5-b]pyridin-2-amine (2.14 g) and titanium(IV)isopropoxide (3.41 g) in CH2Cl2 (5 ml) was stirred at RT for 3 hours. A mixture of sodium cyanoborohydride (0.628 g) in ethanol (5 ml) was added. The mixture was stirred at RT overnight. Water (5 ml) and CH2Cl2 (300 ml) were added. The mixture was stirred for 15 minutes. The biphasic mixture was dried, filtered and the filtra...